From a dataset of the Open Reaction Database (ORD), a public repository of structured organic reaction records. describe an organic reaction: reactants, conditions, products, and yield Starting materials: OC1=C2C(=NC=N1)NN=C2 (4-hydroxypyrazolo[3,4-d]pyrimidine), O=P(Cl)(Cl)Cl (POCl3). The product is ClC1=C2C(=NC=N1)NN=C2 (4-Chloro-1H— pyrazolo[3,4-d]pyrimidine). As a reaction SMILES: O[C:2]1[N:7]=[CH:6][N:5]=[C:4]2[NH:8][N:9]=[CH:10][C:3]=12.O=P(Cl)(Cl)[Cl:13]>>[Cl:13][C:2]1[N:7]=[CH:6][N:5]=[C:4]2[NH:8][N:9]=[CH:10][C:3]=12. Procedure: 4-Chloro-1H— pyrazolo[3,4-d]pyrimidine was synthesized from 4-hydroxypyrazolo[3,4-d]pyrimidine and POCl3 as described by R.Robins in J.Am.Chem.Soc., 1957, V.79, N20, P.6407-6415. The reactants are Cl (HCl), BrC=1C=C(C(=O)NC2=CC=C(C=C2)OC(F)(F)F)C=CC1F (3-bromo-4-fluoro-N-(4-(trifluoromethoxy)phenyl)benzamide), N1C[C@@H]([C@@H](C1)O)O ((3S,4R)-pyrrolidine-3,4-diol), TEA. The solvent is CS(=O)C (DMSO). Product: BrC=1C=C(C(=O)NC2=CC=C(C=C2)OC(F)(F)F)C=CC1N1C[C@@H]([C@@H](C1)O)O (3-Bromo-4-((3S,4R)-3,4-dihydroxypyrrolidin-1-yl)-N-(4-(trifluoromethoxy)phenyl)-benzamide). Reaction SMILES: [Br:1][C:2]1[CH:3]=[C:4]([CH:19]=[CH:20][C:21]=1F)[C:5]([NH:7][C:8]1[CH:13]=[CH:12][C:11]([O:14][C:15]([F:18])([F:17])[F:16])=[CH:10][CH:9]=1)=[O:6].[NH:23]1[CH2:27][C@@H:26]([OH:28])[C@@H:25]([OH:29])[CH2:24]1.Cl>CS(C)=O>[Br:1][C:2]1[CH:3]=[C:4]([CH:19]=[CH:20][C:21]=1[N:23]1[CH2:27][C@@H:26]([OH:28])[C@@H:25]([OH:29])[CH2:24]1)[C:5]([NH:7][C:8]1[CH:13]=[CH:12][C:11]([O:14][C:15]([F:18])([F:17])[F:16])=[CH:10][CH:9]=1)=[O:6]. Reported procedure: A solution of 3-bromo-4-fluoro-N-(4-(trifluoromethoxy)phenyl)benzamide (Stage 1.2, 500 mg, 1.32 mmol), (3S,4R)-pyrrolidine-3,4-diol (170 mg, 1.65 mmol) and TEA (369 μL, 2.64 mmol) in DMSO (1322 μL) was stirred at 90° C. for 20 h. The RM was treated with 0.5 M HCl (15 mL) and extracted with EtOAc (30 mL). The aq. phase was back-extracted with EtOAc (2×20 mL) and the combined organic layers were washed with sat. NaHCO3 and brine, and dried over Na2SO4. The crude product was purified by flash chrom...